From a dataset of the Open Reaction Database (ORD), a public repository of structured organic reaction records. describe an organic reaction: reactants, conditions, products, and yield Reactants: N1=CC=C(C=C1)C=O (4-pyrdinecarboxaldehyde), [Se]1C=CC=C1 (selenophene). Yields the product N1=CC=C(C=C1)C(C=1[Se]C(=CC1)C(O)C1=CC=NC=C1)O (2,5-bis(4-pyridylhydroxymethyl)selenophene). Reaction SMILES: [N:1]1[CH:6]=[CH:5][C:4]([CH:7]=[O:8])=[CH:3][CH:2]=1.[Se:9]1[CH:13]=[CH:12][CH:11]=[CH:10]1>>[N:1]1[CH:6]=[CH:5][C:4]([CH:7]([OH:8])[C:10]2[Se:9][C:13]([CH:7]([C:4]3[CH:5]=[CH:6][N:1]=[CH:2][CH:3]=3)[OH:8])=[CH:12][CH:11]=2)=[CH:3][CH:2]=1. Procedure: 2,5-bis(4-pyridylhydroxymethyl)selenophene was prepared by a reaction of 9.04 mL (0.09 mol) 4-pyrdinecarboxaldehyde with 3.5 mL (0.04 mol) selenophene by a procedure similar to that described above. The 2,5-bis(4-pyridylhydroxymethyl)selenophene was obtained in 20% yield. 1H NMR (DMSO-d6) δ 8.48 (d, J=3.4 Hz, 4H), 7.36 (d, J=3.4 Hz, 2H), 7 6.87 (s, 2H), 6.93 (s, 2H), 6.44 (brs, 2H), 5.82 (s, 2H); HRMS (FAB) (M+) calcd. for C16H15O2N2Se: 347.0299; found, 347.0301. Yields the product O=C(c1cccc(Br)c1F)N1CCOCC1. Reaction SMILES: [Br:1][c:2]1[c:3]([F:11])[c:4]([C:5](=[O:6])[OH:7])[cH:8][cH:9][cH:10]1.[CH2:12]1[CH2:13][O:14][CH2:15][CH2:16][NH:17]1>>[Br:1][c:2]1[c:3]([F:11])[c:4]([C:5](=[O:7])[N:17]2[CH2:12][CH2:13][O:14][CH2:15][CH2:16]2)[cH:8][cH:9][cH:10]1. Starting materials: O=C(O)c1cccc(Br)c1F, C1COCCN1.